From a dataset of the Open Reaction Database (ORD), a public repository of structured organic reaction records. describe an organic reaction: reactants, conditions, products, and yield The reactants are OC1=C2C(=NC=C1C(=O)OCC)C(=C(S2)CO)C (ethyl 7-hydroxy-2-(hydroxymethyl)-3-methylthieno[3,2-b]pyridine-6-carboxylate), FC1=CC=C(CN)C=C1 (4-fluorobenzylamine). The solvent is Cl (HCl). Run at temperature 80 celsius. Yields the product FC1=CC=C(CNC(=O)C=2C(=C3C(=NC2)C(=C(S3)CO)C)O)C=C1 (N-(4-fluorobenzyl)-7-hydroxy-2-(hydroxymethyl)-3-methylthieno[3,2-b]pyridine-6-carboxamide). Isolated yield 85.5%. As a reaction SMILES: [OH:1][C:2]1[C:7]([C:8]([O:10]CC)=O)=[CH:6][N:5]=[C:4]2[C:13]([CH3:18])=[C:14]([CH2:16][OH:17])[S:15][C:3]=12.[F:19][C:20]1[CH:27]=[CH:26][C:23]([CH2:24][NH2:25])=[CH:22][CH:21]=1>Cl>[F:19][C:20]1[CH:27]=[CH:26][C:23]([CH2:24][NH:25][C:8]([C:7]2[C:2]([OH:1])=[C:3]3[S:15][C:14]([CH2:16][OH:17])=[C:13]([CH3:18])[C:4]3=[N:5][CH:6]=2)=[O:10])=[CH:22][CH:21]=1. Procedure details: A suspension of 140 mg (0.52 mmol) ethyl 7-hydroxy-2-(hydroxymethyl)-3-methylthieno[3,2-b]pyridine-6-carboxylate in 1.28 mL (11.2 mmol) 4-fluorobenzylamine was heated to 80° C. for 24 hours. The mixture was then cooled to room temperature and added to 10 mL of 1N HCl and then cooled in the refrigerator for three hours. The resulting mixture was then filtered and the obtained solid was washed with 1N HCl several times (50 mL total volume) and dried in a vacuum oven at 60° C. over night to provide... Starting materials: CS(=O)(=O)Cl (methanesulfonyl chloride), C/C(=C/CO)/CCC=C(C)C ((Z)-3,7-dimethyl-2,6-octadien-1-ol), N1=C(C=C(C=C1C)C)C (2,4,6-collidine), [Cl-].[Li+] (lithium chloride), ice water. The solvent is CN(C)C=O (DMF). Conditions: temperature 0 celsius, time 4 hour. Product: ClC\C=C(/CCC=C(C)C)\C ((Z)-8-Chloro-2,6-dimethyl-2,6-octadiene). Yield: 84.7%. RXN SMILES: [CH3:1]/[C:2](/[CH2:6][CH2:7][CH:8]=[C:9]([CH3:11])[CH3:10])=[CH:3]/[CH2:4]O.N1C(C)=CC(C)=CC=1C.[Cl-].[Li+].CS([Cl:27])(=O)=O>CN(C=O)C>[Cl:27][CH2:4]/[CH:3]=[C:2](/[CH3:1])\[CH2:6][CH2:7][CH:8]=[C:9]([CH3:11])[CH3:10] |f:2.3|. Procedure: To a stirred solution of 10.0 g (64.83 mmol) of (Z)-3,7-dimethyl-2,6-octadien-1-ol and 9.42 mL (71.31 mmol) of 2,4,6-collidine under argon at room temperature was added dropwise 2.74 g (64.83 mmol) of lithium chloride in 30 mL of DMF. The mixture was cooled to 0° C. and treated with 5.52 mL (71.31 mmol) of methanesulfonyl chloride dropwise over 10 minutes. The reaction was stirred at 0° C. for 4 hours (solid present), then was poured into 300 mL of ice/water. The aqueous solution was washed thre... The reactants are FC=1C(=NC=CC1)Cl (3-fluoro-2-chloropyridine), C1=CC=CC=2C(C3=C(C=CC21)C=CC=C3)C3CCNCC3 (4-(5H-dibenzo[a,d]cyclohepten-5-yl)piperidine), FC=1C(=NC=CC1)Cl (3-fluoro-2-chloropyridine), C(C)N(C(C)C)C(C)C (ethyl diisopropylamine), C(C)N(CCC)CCC (ethyl dipropylamine). The solvent is C(CCC)O (n-butanol). Reaction conditions: time 24 hour. Yields the product C1=CC=CC=2C(C3=C(C=CC21)C=CC=C3)C3CCN(CC3)N3CC(=CC=C3)F (4-(5H-dibenzo[a,d]cyclohepten-5-yl)-1-(3-fluoro-1-pyridyl)piperidine). As a reaction SMILES: [CH:1]1[C:11]2[CH:10]=[CH:9][C:8]3[CH:12]=[CH:13][CH:14]=[CH:15][C:7]=3[CH:6]([CH:16]3[CH2:21][CH2:20][NH:19][CH2:18][CH2:17]3)[C:5]=2[CH:4]=[CH:3][CH:2]=1.[F:22][C:23]1[C:24](Cl)=[N:25][CH:26]=[CH:27][CH:28]=1.C(N(C(C)C)C(C)C)C.C(N(CCC)CCC)C>C(O)CCC>[CH:12]1[C:8]2[CH:9]=[CH:10][C:11]3[CH:1]=[CH:2][CH:3]=[CH:4][C:5]=3[CH:6]([CH:16]3[CH2:17][CH2:18][N:19]([N:25]4[CH:26]=[CH:27][CH:28]=[C:23]([F:22])[CH2:24]4)[CH2:20][CH2:21]3)[C:7]=2[CH:15]=[CH:14][CH:13]=1. Reported procedure: 0.50 gram (1.82 millimoles) of 4-(5H-dibenzo[a,d]cyclohepten-5-yl)piperidine, 0.24 gram (1.82 millimoles) of 3-fluoro-2-chloropyridine, 0.47 gram (3.64 mole) of ethyl diisopropylamine and 10 milliliters of n-butanol were heated at reflux temperature protected from atmospheric moisture with a drying tube. After 19.25 hours heating, an additional 240 milligrams of the 3-fluoro-2-chloropyridine was added. After another 24 hours, 300 milligrams of ethyl dipropylamine was added and heating continued.... The reactants are CC1=NN=C2N1N=C(C=C2)C=2C=C(C=CC2)NC(=O)C2CC2 (N-[3-(3-methyl-1,2,4-triazolo[4,3-b]pyridazin-6-yl)phenyl]cyclopropanecarboxamide), [H-].[Na+] (sodium hydride), CN(C=O)C (dimethylformamide), C(C)I (ethyl iodide). Solvent: O (water). Conditions: time 8 hour. Product: C(C)N(C(=O)C1CC1)C1=CC(=CC=C1)C=1C=CC=2N(N1)C(=NN2)C (N-Ethyl-N-[3-(3-methyl-1,2,4-triazolo[4,3-b]pyridazin-6-yl)phenyl]cyclopropanecarboxamide). RXN SMILES: [CH3:1][C:2]1[N:6]2[N:7]=[C:8]([C:11]3[CH:12]=[C:13]([NH:17][C:18]([CH:20]4[CH2:22][CH2:21]4)=[O:19])[CH:14]=[CH:15][CH:16]=3)[CH:9]=[CH:10][C:5]2=[N:4][N:3]=1.[H-].[Na+].CN(C)C=O.[CH2:30](I)[CH3:31]>O>[CH2:30]([N:17]([C:13]1[CH:14]=[CH:15][CH:16]=[C:11]([C:8]2[CH:9]=[CH:10][C:5]3[N:6]([C:2]([CH3:1])=[N:3][N:4]=3)[N:7]=2)[CH:12]=1)[C:18]([CH:20]1[CH2:22][CH2:21]1)=[O:19])[CH3:31] |f:1.2|. Procedure: A mixture 1.57 g of N-[3-(3-methyl-1,2,4-triazolo[4,3-b]pyridazin-6-yl)phenyl]cyclopropanecarboxamide, 0.36 g of sodium hydride (50% in oil) and 200 ml of dry dimethylformamide under argon was stirred at room temperature for 1 hour and then 0.60 ml of ethyl iodide was added. After stirring overnight, the mixture was poured into 200 ml of water and extracted with dichloromethane. The combined extracts were dried, the solvent removed and the residue chromatographed on a silica gel column with dich... Reactants: N1(N=NN=C1)C1=CC=C(C=C1)O (4-tetrazol-1-yl-phenol), C(C)(C)(C)OC(=O)N1CCC(CC1)C=1SC(=C(N1)C)CO (4-(5-Hydroxymethyl-4-methyl-thiazol-2-yl)-piperidine-1-carboxylic acid tert-butyl ester), C1(=CC=CC=C1)P(C1=CC=CC=C1)C1=CC=CC=C1 (triphenylphosphine). Solvent: C1CCOC1 (THF). Reaction conditions: time 4 hour. The product is C(C)(C)(C)OC(=O)N1CCC(CC1)C=1SC(=C(N1)C)COC1=CC=C(C=C1)N1N=NN=C1 (4-[4-Methyl-5-(4-tetrazol-1-yl-phenoxymethyl)-thiazol-2-yl]-piperidine-1-carboxylic acid tert-butyl ester). RXN SMILES: [C:1]([O:5][C:6]([N:8]1[CH2:13][CH2:12][CH:11]([C:14]2[S:15][C:16]([CH2:20][OH:21])=[C:17]([CH3:19])[N:18]=2)[CH2:10][CH2:9]1)=[O:7])([CH3:4])([CH3:3])[CH3:2].[N:22]1([C:27]2[CH:32]=[CH:31][C:30](O)=[CH:29][CH:28]=2)[CH:26]=[N:25][N:24]=[N:23]1.C1(P(C2C=CC=CC=2)C2C=CC=CC=2)C=CC=CC=1>C1COCC1>[C:1]([O:5][C:6]([N:8]1[CH2:9][CH2:10][CH:11]([C:14]2[S:15][C:16]([CH2:20][O:21][C:30]3[CH:31]=[CH:32][C:27]([N:22]4[CH:26]=[N:25][N:24]=[N:23]4)=[CH:28][CH:29]=3)=[C:17]([CH3:19])[N:18]=2)[CH2:12][CH2:13]1)=[O:7])([CH3:4])([CH3:2])[CH3:3]. Procedure: To a solution of 4-(5-Hydroxymethyl-4-methyl-thiazol-2-yl)-piperidine-1-carboxylic acid tert-butyl ester (1.00 g, 3.2 mmol) in THF (6.4 mL) was added, 4-tetrazol-1-yl-phenol (0.52 g, 3.2 mmol), polymer bound triphenylphosphine (3 mmol/g, 1.6 g). To this solution was added ditertierybutylazodicarboxylate (1.1 g, 4.8 mmol), stirred for 4 hours and filtered through a pad of celite. The filtrate was concentrated and purified by silica gel chromatography to provide the desired product. 1H NMR (CDCl3)... The reactants are CC(C)(C)OC(=O)N1CCCC1C(=O)O, CCN(C(C)C)C(C)C, ClCCl, NC1CCC2CN(S(=O)(=O)c3cccc(C(F)(F)F)c3)CC12. Product: CC(C)(C)OC(=O)N1CCCC1C(=O)NC1CCC2CN(S(=O)(=O)c3cccc(C(F)(F)F)c3)CC21. Reaction SMILES: [C:1]([CH3:2])([CH3:3])([CH3:4])[O:5][C:6](=[O:7])[N:8]1[CH:9]([C:13](=[O:14])[OH:15])[CH2:10][CH2:11][CH2:12]1.[CH2:38]([N:39]([CH:40]([CH3:41])[CH3:42])[CH:43]([CH3:44])[CH3:45])[CH3:46].[Cl:47][CH2:48][Cl:49].[F:16][C:17]([c:18]1[cH:19][c:20]([S:24](=[O:25])(=[O:26])[N:27]2[CH2:28][CH:29]3[CH:30]([CH2:31]2)[CH:32]([NH2:35])[CH2:33][CH2:34]3)[cH:21][cH:22][cH:23]1)([F:36])[F:37]>>[C:1]([CH3:2])([CH3:3])([CH3:4])[O:5][C:6](=[O:7])[N:8]1[CH:9]([C:13](=[O:15])[NH:35][CH:32]2[CH:30]3[CH:29]([CH2:28][N:27]([S:24]([c:20]4[cH:19][c:18]([C:17]([F:16])([F:36])[F:37])[cH:23][cH:22][cH:21]4)(=[O:25])=[O:26])[CH2:31]3)[CH2:34][CH2:33]2)[CH2:10][CH2:11][CH2:12]1. The reactants are ClC1=C(C=C(C(=O)Cl)C=C1)S(N)(=O)=O (4-chloro-3-sulfamoylbenzoyl chloride), ClC1=C(C=C(C(=O)O)C=C1)S(N)(=O)=O (4-chloro-3-sulfamoylbenzoic acid), S(=O)(Cl)Cl (thionyl chloride), [Cl-].[Al+3].[Cl-].[Cl-] (aluminum chloride), ice, Cl (hydrochloric acid), C(C)C1=CC2=C(O1)C=CC=C2 (2-ethylbenzo[b]furan). Product: C(C)C1=C(C2=C(O1)C=CC=C2)C(C2=CC(=C(C=C2)Cl)S(N)(=O)=O)=O (2-Ethyl-3-(4-chloro-3-sulfamoylbenzoyl)-benzo[b]furan). Procedure details: 10 mg of powdered 4-chloro-3-sulfamoylbenzoyl chloride (melting point, m.p. 166° C.), prepared from 4-chloro-3-sulfamoylbenzoic acid and thionyl chloride, are introduced into 70 ml of anhydrous chlorobenzene, subsequently 6.32 g of 2-ethylbenzo[b]furan are added, and the reaction mixture is cooled to 0° C. After addition of 11.4 g of anhydrous aluminum chloride, the reaction batch is maintained at a temperature of 5° to 10° C., subsequently stirred for 5 hours at 15° C., and the mixture is then ... Reaction SMILES: [Cl:1][C:2]1[CH:10]=[CH:9][C:5]([C:6](Cl)=[O:7])=[CH:4][C:3]=1[S:11](=[O:14])(=[O:13])[NH2:12].ClC1C=CC(C(O)=O)=CC=1S(=O)(=O)N.S(Cl)(Cl)=O.[CH2:33]([C:35]1[O:39][C:38]2[CH:40]=[CH:41][CH:42]=[CH:43][C:37]=2[CH:36]=1)[CH3:34].[Cl-].[Al+3].[Cl-].[Cl-].Cl>ClC1C=CC=CC=1>[CH2:33]([C:35]1[O:39][C:38]2[CH:40]=[CH:41][CH:42]=[CH:43][C:37]=2[C:36]=1[C:6](=[O:7])[C:5]1[CH:9]=[CH:10][C:2]([Cl:1])=[C:3]([S:11](=[O:14])(=[O:13])[NH2:12])[CH:4]=1)[CH3:34] |f:4.5.6.7|. Reaction conditions: temperature 0 celsius, time 5 hour. Run in ClC1=CC=CC=C1 (chlorobenzene). Reactants: resultant solution, C(C)(C)OC(C)C (diisopropyl ether), NC1=CC=CC(=N1)C(C(=O)NC1[C@@H]2N(C(=C(CS2)CC)C(=S)OC(C2=CC=CC=C2)C2=CC=CC=C2)C1=O)=NOCC(=O)OC(C)(C)C (benzhydryl 7-[2-(6-aminopyridin-2-yl)-2-tert-butoxycarbonylmethoxyiminoacetamido]-3-ethylthio-3-cephem-4-carboxylate). Reported procedure: The solution of benzhydryl 7-[2-(6-aminopyridin-2-yl)-2-tert-butoxycarbonylmethoxyiminoacetamido]-3-ethylthio-3-cephem-4-carboxylate (syn isomer, 2.3 g) in trifluoroacetic acid (10 ml) and anisole (2 ml) was stirred for 2 hours at ambient temperature. The resultant solution was poured into diisopropyl ether (300 ml) and the precipitates were collected by filtration. The precipitates were dissolved in an aqueous solution of sodium bicarbonate (pH 7.5). The aqueous solution was washed with ethyl a... Reaction SMILES: [NH2:1][C:2]1[N:7]=[C:6]([C:8](=[N:39][O:40][CH2:41][C:42]([O:44]C(C)(C)C)=[O:43])[C:9]([NH:11][CH:12]2[C:37](=[O:38])[N:14]3[C:15]([C:21]([O:23]C(C4C=CC=CC=4)C4C=CC=CC=4)=[S:22])=[C:16]([CH2:19][CH3:20])[CH2:17][S:18][C@H:13]23)=[O:10])[CH:5]=[CH:4][CH:3]=1.C(OC(C)C)(C)C>FC(F)(F)C(O)=O.C1(OC)C=CC=CC=1>[NH2:1][C:2]1[N:7]=[C:6]([C:8](=[N:39][O:40][CH2:41][C:42]([OH:44])=[O:43])[C:9]([NH:11][CH:12]2[C:37](=[O:38])[N:14]3[C:15]([C:21]([OH:23])=[S:22])=[C:16]([CH2:19][CH3:20])[CH2:17][S:18][C@H:13]23)=[O:10])[CH:5]=[CH:4][CH:3]=1. Solvent: FC(C(=O)O)(F)F (trifluoroacetic acid), C1(=CC=CC=C1)OC (anisole). The product is NC1=CC=CC(=N1)C(C(=O)NC1[C@@H]2N(C(=C(CS2)CC)C(=S)O)C1=O)=NOCC(=O)O (7-[2-(6-aminopyridin-2-yl)-2-carboxymethoxyiminoacetamido]-3-ethylthio-3-cephem-4-carboxylic acid). Yield: 55.9%. Reactants: O=C(O)CCCCCCCBr, CC(=O)O, [H-], [Na+], [Na], CN(C)C=O, O=Cc1ccc2cc(O)ccc2c1, [O-]c1cccc2ccccc12. Product: O=Cc1ccc2cc(OCCCCCCCC(=O)O)ccc2c1. RXN SMILES: [Br:16][CH2:17][CH2:18][CH2:19][CH2:20][CH2:21][CH2:22][CH2:23][C:24](=[O:25])[OH:26].[CH3:44][C:45](=[O:46])[OH:47].[H-:14].[Na+:15].[Na:27].[O:39]=[CH:40][N:41]([CH3:42])[CH3:43].[OH:1][c:2]1[cH:3][c:4]2[cH:5][cH:6][c:7]([CH:12]=[O:13])[cH:8][c:9]2[cH:10][cH:11]1.[c:28]1([O-:29])[c:30]2[c:31]([cH:32][cH:33][cH:34][cH:35]2)[cH:36][cH:37][cH:38]1>>[O:1]([c:2]1[cH:3][c:4]2[cH:5][cH:6][c:7]([CH:12]=[O:13])[cH:8][c:9]2[cH:10][cH:11]1)[CH2:17][CH2:18][CH2:19][CH2:20][CH2:21][CH2:22][CH2:23][C:24](=[O:25])[OH:26]. The reactants are NC1=CC2=C(OCOC2)C=C1[N+](=O)[O-] (6-amino-7-nitro-1,3-benzodioxane). The reagents and catalysts are [Ni] (Raney-nickel). The solvent is CO (methanol). The product is O1COCC2=C1C=C(C(=C2)N)N (1,3-benzodioxane-6,7-diamine). Isolated yield 84.4%. RXN SMILES: [NH2:1][C:2]1[C:11]([N+:12]([O-])=O)=[CH:10][C:5]2[O:6][CH2:7][O:8][CH2:9][C:4]=2[CH:3]=1>CO.[Ni]>[O:6]1[C:5]2[CH:10]=[C:11]([NH2:12])[C:2]([NH2:1])=[CH:3][C:4]=2[CH2:9][O:8][CH2:7]1. Reported procedure: 14.4 g of 6-amino-7-nitro-1,3-benzodioxane were hydrogenated in 1 l of methanol with Raney-nickel. After completion of the H2 -uptake, the catalyst was separated, the solvent was removed by evaporation in vacuo, and the residue was recrystallized from isopropanol. 10.3 g (84.4% of theory) of 1,3-benzodioxane-6,7-diamine of melting point 156°-158° C. were obtained.